describe an organic reaction: reactants, conditions, products, and yield From a dataset of the Open Reaction Database (ORD), a public repository of structured organic reaction records. The reactants are O1CCCC1 (tetrahydrofuran), NC1=C2C(=NC=3CCN(CC13)C(CC(C(=O)NC)C1=CC(=C(C=C1)Cl)Cl)=O)CCCC2 ((±)-10-amino-2-[3-(3,4-dichlorophenyl)-4-methylamino-1,4-dioxobutyl]-1,2,3,4,6,7,8,9-octahydrobenzo[b][1,6]-naphthyridine), O1CCCC1 (tetrahydrofuran), ice water, ice water. Run in CO (methanol). Conditions: time 1 hour. The product is NC1=C2C(=NC=3CCN(CC13)CCC(CNC)C1=CC(=C(C=C1)Cl)Cl)CCCC2 ((±)-10-Amino-2-[4-(N-methyl)amino-3-(3,4-dichlorophenyl)butyl]-1.2,3,4,6,7,8,9-octahydrobenzo[b][1,6]-naphthyridine). Yield: 73.5%. RXN SMILES: O1CCCC1.[NH2:6][C:7]1[C:16]2[CH2:15][N:14]([C:17](=O)[CH2:18][CH:19]([C:24]3[CH:29]=[CH:28][C:27]([Cl:30])=[C:26]([Cl:31])[CH:25]=3)[C:20]([NH:22][CH3:23])=O)[CH2:13][CH2:12][C:11]=2[N:10]=[C:9]2[CH2:33][CH2:34][CH2:35][CH2:36][C:8]=12>CO>[NH2:6][C:7]1[C:16]2[CH2:15][N:14]([CH2:17][CH2:18][CH:19]([C:24]3[CH:29]=[CH:28][C:27]([Cl:30])=[C:26]([Cl:31])[CH:25]=3)[CH2:20][NH:22][CH3:23])[CH2:13][CH2:12][C:11]=2[N:10]=[C:9]2[CH2:33][CH2:34][CH2:35][CH2:36][C:8]=12. Procedure: A tetrahydrofuran solution (1 ml) of (±)-10-amino-2-[3-(3,4-dichlorophenyl)-4-methylamino-1,4-dioxobutyl]-1,2,3,4,6,7,8,9-octahydrobenzo[b][1,6]-naphthyridine (55 mg, 0.119 mmol) was added to a tetrahydrofuran solution (0.92N, 2.59 ml, 2.38 mmol) of a borane-tetrahydrofuran complex under cooling with ice water, and the solution was stirred for one hour and then refluxed under heating for 2 hours. The reaction solution was again cooled with ice water, then methanol (2 ml) was added thereto with c... The reactants are C(C)(=O)OCC(=O)[C@H]1N(CCC1)C(=O)[C@H]1N(CCC1)C(=O)NCC1=CC=CC=C1 ((S)-2-[[(S)-2-(Acetoxyacetyl)-1-pyrrolidinyl]carbonyl]-N-(phenylmethyl)-1-pyrrolidinecarboxamide), C([O-])([O-])=O.[K+].[K+] (potassium carbonate). Solvent: O.CO (water methanol). Run at time 1 hour. Product: OCC(=O)[C@H]1N(CCC1)C(=O)[C@H]1N(CCC1)C(=O)NCC1=CC=CC=C1 ((S)-2-[[(S)-2-(Hydroxyacetyl)-1-pyrrolidinyl]carbonyl]-N-(phenylmethyl)-1-pyrrolidinecarboxamide). Isolated yield 30.2%. RXN SMILES: C([O:4][CH2:5][C:6]([C@@H:8]1[CH2:12][CH2:11][CH2:10][N:9]1[C:13]([C@@H:15]1[CH2:19][CH2:18][CH2:17][N:16]1[C:20]([NH:22][CH2:23][C:24]1[CH:29]=[CH:28][CH:27]=[CH:26][CH:25]=1)=[O:21])=[O:14])=[O:7])(=O)C.C(=O)([O-])[O-].[K+].[K+]>O.CO>[OH:4][CH2:5][C:6]([C@@H:8]1[CH2:12][CH2:11][CH2:10][N:9]1[C:13]([C@@H:15]1[CH2:19][CH2:18][CH2:17][N:16]1[C:20]([NH:22][CH2:23][C:24]1[CH:29]=[CH:28][CH:27]=[CH:26][CH:25]=1)=[O:21])=[O:14])=[O:7] |f:1.2.3,4.5|. Reported procedure: (S)-2-[[(S)-2-(Acetoxyacetyl)-1-pyrrolidinyl]carbonyl]-N-(phenylmethyl)-1-pyrrolidinecarboxamide (3.0 g) obtained in Example 1 was dissolved in water-methanol (1:1, 30 ml) and anhydrous potassium carbonate (1.14 g) were added under ice-cooling. The mixture was stirred at room temperature for 1 hour, and the reaction mixture was concentrated. Methylene chloride was added and the mixture was washed with saturated brine, dried over anhydrous sodium sulfate and concentrated. The residue was dissolve...